From a dataset of the Open Reaction Database (ORD), a public repository of structured organic reaction records. describe an organic reaction: reactants, conditions, products, and yield Reactants: O (water), C(C)C=1NC=2CCCCC2C(C1)=O (2-ethyl-5,6,7,8-tetrahydro-4(1H)-quinolone), C([O-])([O-])=O.[K+].[K+] (potassium carbonate), BrCCC1=CC=C(C=C1)C1=C(C=CC=C1)C1=NN=NN1C1=CC=C(C=C1)[N+](=O)[O-] (5-(4'-bromethylbiphenyl-2-yl)-1-(4-nitrophenyl)-1H-tetrazol). Solvent: CN1CCCC1=O (NMP). Conditions: temperature 60 celsius. The product is C(C)C1=NC=2CCCCC2C(=C1)OCC1=CC=C(C=C1)C1=C(C=CC=C1)C1=NN=NN1C1=CC=C(C=C1)[N+](=O)[O-] (2-ethyl-4-[(2'-(1-(4-nitrophenyl)-1H-tetrazol-5-yl)biphenyl-4-yl)methoxy]-5,6,7,8-tetrahydroquinoline). Yield: 60.0%. Reaction SMILES: [CH2:1]([C:3]1[NH:4][C:5]2[CH2:6][CH2:7][CH2:8][CH2:9][C:10]=2[C:11](=[O:13])[CH:12]=1)[CH3:2].C(=O)([O-])[O-].[K+].[K+].BrC[CH2:22][C:23]1[CH:28]=[CH:27][C:26]([C:29]2[CH:34]=[CH:33][CH:32]=[CH:31][C:30]=2[C:35]2[N:39]([C:40]3[CH:45]=[CH:44][C:43]([N+:46]([O-:48])=[O:47])=[CH:42][CH:41]=3)[N:38]=[N:37][N:36]=2)=[CH:25][CH:24]=1.O>CN1C(=O)CCC1>[CH2:1]([C:3]1[CH:12]=[C:11]([O:13][CH2:22][C:23]2[CH:24]=[CH:25][C:26]([C:29]3[CH:34]=[CH:33][CH:32]=[CH:31][C:30]=3[C:35]3[N:39]([C:40]4[CH:45]=[CH:44][C:43]([N+:46]([O-:48])=[O:47])=[CH:42][CH:41]=4)[N:38]=[N:37][N:36]=3)=[CH:27][CH:28]=2)[C:10]2[CH2:9][CH2:8][CH2:7][CH2:6][C:5]=2[N:4]=1)[CH3:2] |f:1.2.3|. Reported procedure: A mixture of 2-ethyl-5,6,7,8-tetrahydro-4(1H)-quinolone (1.95 g), and potassium carbonate (2.28 g) in NMP (75 ml) was heated at 60° C. for 20 minutes with stirring. Compound E (5.2 g) was added and the reaction mixture was heated at 80° C. for 90 minutes. The mixture was allowed to cool to ambient temperature and water (150 ml) was added. The resultant precipitate was collected by filtration, dried at 60° C., then recrystallised from toluene to give 2-ethyl-4-[(2'-(1-(4-nitrophenyl)-1H-tetrazol-... The reactants are COC(=O)C(Cc1ccc(-c2ccc(C#N)cc2)cc1)NC(=O)C1Cc2cc3c(cc2CN1)OC(c1ccc(OCc2ccc(Cl)c(Cl)c2)cc1)CO3, COc1cc(C)ccc1S(=O)(=O)Cl. The product is COC(=O)C(Cc1ccc(-c2ccc(C#N)cc2)cc1)NC(=O)C1Cc2cc3c(cc2CN1S(=O)(=O)c1ccc(C)cc1OC)OC(c1ccc(OCc2ccc(Cl)c(Cl)c2)cc1)CO3. RXN SMILES: [CH3:1][O:2][C:3]([CH:4]([CH2:5][c:6]1[cH:7][cH:8][c:9](-[c:12]2[cH:13][cH:14][c:15]([C:18]#[N:19])[cH:16][cH:17]2)[cH:10][cH:11]1)[NH:20][C:21](=[O:22])[CH:23]1[NH:24][CH2:25][c:26]2[cH:27][c:28]3[c:29]([cH:30][c:31]2[CH2:32]1)[O:33][CH2:34][CH:35]([c:37]1[cH:38][cH:39][c:40]([O:43][CH2:44][c:45]2[cH:46][c:47]([Cl:52])[c:48]([Cl:51])[cH:49][cH:50]2)[cH:41][cH:42]1)[O:36]3)=[O:53].[CH3:54][O:55][c:56]1[c:57]([S:63](=[O:64])(=[O:65])[Cl:66])[cH:58][cH:59][c:60]([CH3:62])[cH:61]1>>[CH3:1][O:2][C:3]([CH:4]([CH2:5][c:6]1[cH:7][cH:8][c:9](-[c:12]2[cH:13][cH:14][c:15]([C:18]#[N:19])[cH:16][cH:17]2)[cH:10][cH:11]1)[NH:20][C:21](=[O:22])[CH:23]1[N:24]([S:63]([c:57]2[c:56]([O:55][CH3:54])[cH:61][c:60]([CH3:62])[cH:59][cH:58]2)(=[O:64])=[O:65])[CH2:25][c:26]2[cH:27][c:28]3[c:29]([cH:30][c:31]2[CH2:32]1)[O:33][CH2:34][CH:35]([c:37]1[cH:38][cH:39][c:40]([O:43][CH2:44][c:45]2[cH:46][c:47]([Cl:52])[c:48]([Cl:51])[cH:49][cH:50]2)[cH:41][cH:42]1)[O:36]3)=[O:53]. The product is Oc1c(F)cccc1OCC1CO1. The reactants are Fc1cccc(OCC2CO2)c1OCc1ccccc1, CC[SiH](CC)CC, CCO. Reaction SMILES: [CH2:1]([c:2]1[cH:3][cH:4][cH:5][cH:6][cH:7]1)[O:8][c:9]1[c:10]([O:11][CH2:12][CH:13]2[O:14][CH2:15]2)[cH:16][cH:17][cH:18][c:19]1[F:20].[CH2:21]([SiH:22]([CH2:23][CH3:24])[CH2:25][CH3:26])[CH3:27].[CH3:28][CH2:29][OH:30]>>[OH:8][c:9]1[c:10]([O:11][CH2:12][CH:13]2[O:14][CH2:15]2)[cH:16][cH:17][cH:18][c:19]1[F:20]. The reactants are OC1(CC[N+]2(CCCC2)CC1)C1=CC=CC=C1 (8-hydroxy-8-phenyl-5-azoniaspiro[4,5]decane), ClC=1C=NNC1 (4-chloropyrazole), C([O-])([O-])=O.[K+].[K+] (potassium carbonate). Solvent: CN(C=O)C (dimethylformamide), C(C)OCC (ethyl ether). The product is ClC=1C=NN(C1)CCCCN1CCC(CC1)(C1=CC=CC=C1)O (4-chloro-1-[4-(4-hydroxy-4-phenyl-1-piperidyl)butyl]-1H-pyrazole). Yield: 77.3%. RXN SMILES: [OH:1][C:2]1([C:12]2[CH:17]=[CH:16][CH:15]=[CH:14][CH:13]=2)[CH2:11][CH2:10][N+:5]2([CH2:9][CH2:8][CH2:7][CH2:6]2)[CH2:4][CH2:3]1.[Cl:18][C:19]1[CH:20]=[N:21][NH:22][CH:23]=1.C(=O)([O-])[O-].[K+].[K+]>CN(C)C=O.C(OCC)C>[Cl:18][C:19]1[CH:20]=[N:21][N:22]([CH2:6][CH2:7][CH2:8][CH2:9][N:5]2[CH2:4][CH2:3][C:2]([OH:1])([C:12]3[CH:13]=[CH:14][CH:15]=[CH:16][CH:17]=3)[CH2:11][CH2:10]2)[CH:23]=1 |f:2.3.4|. Reported procedure: A mixture of 15.0 g (48 mmol) of 8-hydroxy-8-phenyl-5-azoniaspiro[4,5]decane, 5.4 g (53 mmol) of 4-chloropyrazole and 13.2 g of potassium carbonate in 200 ml of dimethylformamide is heated at reflux for 20 hours. Evaporation to dryness is then carried out at reduced pressure, the residue is redissolved in chloroform and washing is carried out repeatedly with water. The organic phase is dried with anhydrous sodium sulfate and evaporation is carried out at reduced pressure, a crude product being o... The solvent is C(C)(=O)OCC (ethyl acetate), C1CCOC1.O (THF water). Reaction conditions: temperature 50 celsius. The yield is 95.8%. Reported procedure: To a solution of 2-(2-tert-butoxycarbonylaminoethylamino)-6-nitro-benzoic acid methylester (0.26 g, 0.00077 mol) in THF-water (3:1, 20 mL) under nitrogen was added lithium hydroxide (0.14 g, 0.00326 mol) as a solid in one portion. The reaction mixture was heated at 50° C. for 5 h then cooled to room temperature overnight. The mixture was diluted with ethyl acetate (10 mL) and washed with 10% aqueous HCl, water, and brine. The organic phase was dried over magnesium sulfate, filtered and concentra... Yields the product C(C)(C)(C)OC(=O)NCCNC1=C(C(=O)O)C(=CC=C1)[N+](=O)[O-] (2-(2-tert-butoxycarbonylaminoethylamino)-6-nitro-benzoic acid). Reactants: COC(C1=C(C=CC=C1[N+](=O)[O-])NCCNC(=O)OC(C)(C)C)=O (2-(2-tert-butoxycarbonylaminoethylamino)-6-nitro-benzoic acid methylester), [OH-].[Li+] (lithium hydroxide). As a reaction SMILES: C[O:2][C:3](=[O:24])[C:4]1[C:9]([N+:10]([O-:12])=[O:11])=[CH:8][CH:7]=[CH:6][C:5]=1[NH:13][CH2:14][CH2:15][NH:16][C:17]([O:19][C:20]([CH3:23])([CH3:22])[CH3:21])=[O:18].[OH-].[Li+]>C1COCC1.O.C(OCC)(=O)C>[C:20]([O:19][C:17]([NH:16][CH2:15][CH2:14][NH:13][C:5]1[CH:6]=[CH:7][CH:8]=[C:9]([N+:10]([O-:12])=[O:11])[C:4]=1[C:3]([OH:24])=[O:2])=[O:18])([CH3:23])([CH3:21])[CH3:22] |f:1.2,3.4|.